This data is from the Open Reaction Database (ORD), a public repository of structured organic reaction records. The task is: describe an organic reaction: reactants, conditions, products, and yield Starting materials: CN1C(=O)COc2ccc(B3OC(C)(C)C(C)(C)O3)cc21, CC#N, CC(C)(C)OC(=O)NC1(C(=O)NC(Cc2ccc(I)cc2)C(N)=O)CCOCC1, [Na+], [Na+], O=C([O-])[O-]. The product is CN1C(=O)COc2ccc(-c3ccc(CC(NC(=O)C4(NC(=O)OC(C)(C)C)CCOCC4)C(N)=O)cc3)cc21. RXN SMILES: [CH3:30][N:31]1[c:32]2[c:33]([cH:38][cH:39][c:40]([B:42]3[O:43][C:44]([CH3:45])([CH3:46])[C:47]([CH3:48])([CH3:49])[O:50]3)[cH:41]2)[O:34][CH2:35][C:36]1=[O:37].[CH3:57][C:58]#[N:59].[NH2:1][C:2]([CH:3]([CH2:4][c:5]1[cH:6][cH:7][c:8]([I:11])[cH:9][cH:10]1)[NH:12][C:13](=[O:14])[C:15]1([NH:21][C:22]([O:23][C:24]([CH3:25])([CH3:26])[CH3:27])=[O:28])[CH2:16][CH2:17][O:18][CH2:19][CH2:20]1)=[O:29].[Na+:51].[Na+:52].[O-:53][C:54](=[O:55])[O-:56]>>[NH2:1][C:2]([CH:3]([CH2:4][c:5]1[cH:6][cH:7][c:8](-[c:40]2[cH:39][cH:38][c:33]3[c:32]([cH:41]2)[N:31]([CH3:30])[C:36](=[O:37])[CH2:35][O:34]3)[cH:9][cH:10]1)[NH:12][C:13](=[O:14])[C:15]1([NH:21][C:22]([O:23][C:24]([CH3:25])([CH3:26])[CH3:27])=[O:28])[CH2:16][CH2:17][O:18][CH2:19][CH2:20]1)=[O:29]. Starting materials: O=C1NC(=O)c2ccc(Br)cc2C1=CNc1ccc(CN2CCCC2CO)cc1, CN(C)C=O, [Cl-], ClC(Cl)Cl, O=C(C=Cc1ccccc1)C=Cc1ccccc1, O=C(C=Cc1ccccc1)C=Cc1ccccc1, O=C(C=Cc1ccccc1)C=Cc1ccccc1, [Pd], [Pd], [Zn+]c1cccs1. Product: O=C1NC(=O)c2ccc(-c3cccs3)cc2C1=CNc1ccc(CN2CCCC2CO)cc1. RXN SMILES: [Br:1][c:2]1[cH:3][c:4]2[c:9]([cH:10][cH:11]1)[C:8](=[O:12])[NH:7][C:6](=[O:13])[C:5]2=[CH:14][NH:15][c:16]1[cH:17][cH:18][c:19]([CH2:22][N:23]2[CH:24]([CH2:28][OH:29])[CH2:25][CH2:26][CH2:27]2)[cH:20][cH:21]1.[CH3:37][N:38]([CH3:39])[CH:40]=[O:41].[Cl-:30].[Cl:98][CH:99]([Cl:100])[Cl:101].[O:44]=[C:45]([CH:46]=[CH:47][c:48]1[cH:49][cH:50][cH:51][cH:52][cH:53]1)[CH:54]=[CH:55][c:56]1[cH:57][cH:58][cH:59][cH:60][cH:61]1.[O:62]=[C:63]([CH:64]=[CH:65][c:66]1[cH:67][cH:68][cH:69][cH:70][cH:71]1)[CH:72]=[CH:73][c:74]1[cH:75][cH:76][cH:77][cH:78][cH:79]1.[O:80]=[C:81]([CH:82]=[CH:83][c:84]1[cH:85][cH:86][cH:87][cH:88][cH:89]1)[CH:90]=[CH:91][c:92]1[cH:93][cH:94][cH:95][cH:96][cH:97]1.[Pd:42].[Pd:43].[s:31]1[c:32]([Zn+:36])[cH:33][cH:34][cH:35]1>>[c:2]1(-[c:32]2[s:31][cH:35][cH:34][cH:33]2)[cH:3][c:4]2[c:9]([cH:10][cH:11]1)[C:8](=[O:12])[NH:7][C:6](=[O:13])[C:5]2=[CH:14][NH:15][c:16]1[cH:17][cH:18][c:19]([CH2:22][N:23]2[CH:24]([CH2:28][OH:29])[CH2:25][CH2:26][CH2:27]2)[cH:20][cH:21]1. The reactants are hydrochloride salt, CC1=CC=C(C=C1)S(=O)(=O)OCC1OC2=C(C1)C=C(C=C2C2=C(C=CC(=C2)Cl)Cl)C ((±)-[7-(2,5-dichlorophenyl) 5-methyl-2,3-dihydro-1-benzofuran-2-yl]methyl 4-methylbenzenesulfonate), CN (methylamine). Reported procedure: The title compound was prepared (0.034 g, 27%) following the general procedure of Example 390 as a white solid, hydrochloride salt from (±)-[7-(2,5-dichlorophenyl) 5-methyl-2,3-dihydro-1-benzofuran-2-yl]methyl 4-methylbenzenesulfonate (0.16 g, 0.34 mmol) and methylamine (0.107 g, 3.4 mmol). mp 158-160° C. The product is ClC1=C(C=C(C=C1)Cl)C1=CC(=CC=2CC(OC21)CNC)C ((±)-{[7-(2,5-dichlorophenyl)-5-methyl-2,3-dihydro-1-benzofuran-2-yl]methyl}methylamine). RXN SMILES: CC1C=CC(S(O[CH2:12][CH:13]2[CH2:17][C:16]3[CH:18]=[C:19]([CH3:30])[CH:20]=[C:21]([C:22]4[CH:27]=[C:26]([Cl:28])[CH:25]=[CH:24][C:23]=4[Cl:29])[C:15]=3[O:14]2)(=O)=O)=CC=1.[CH3:31][NH2:32]>>[Cl:29][C:23]1[CH:24]=[CH:25][C:26]([Cl:28])=[CH:27][C:22]=1[C:21]1[C:15]2[O:14][CH:13]([CH2:12][NH:32][CH3:31])[CH2:17][C:16]=2[CH:18]=[C:19]([CH3:30])[CH:20]=1. Reactants: O=C([O-])[O-], O=C(Cl)N1CC(Oc2cccc(C(F)(F)F)c2)C1, [K+], [K+], C1CCOC1, O, c1ccc(C2CCNCC2)cc1. The product is O=C(N1CCC(c2ccccc2)CC1)N1CC(Oc2cccc(C(F)(F)F)c2)C1. RXN SMILES: [C:19](=[O:20])([O-:21])[O-:22].[F:1][C:2]([c:3]1[cH:4][c:5]([O:6][CH:7]2[CH2:8][N:9]([C:11](=[O:12])[Cl:13])[CH2:10]2)[cH:14][cH:15][cH:16]1)([F:17])[F:18].[K+:23].[K+:24].[O:37]1[CH2:38][CH2:39][CH2:40][CH2:41]1.[OH2:42].[c:25]1([CH:31]2[CH2:32][CH2:33][NH:34][CH2:35][CH2:36]2)[cH:26][cH:27][cH:28][cH:29][cH:30]1>>[F:1][C:2]([c:3]1[cH:4][c:5]([O:6][CH:7]2[CH2:8][N:9]([C:11](=[O:12])[N:34]3[CH2:33][CH2:32][CH:31]([c:25]4[cH:26][cH:27][cH:28][cH:29][cH:30]4)[CH2:36][CH2:35]3)[CH2:10]2)[cH:14][cH:15][cH:16]1)([F:17])[F:18]. Reactants: CCCC#CCO, CN(C)C=O, Fc1cccc(-c2cc(Cl)ncn2)c1F, [H-], [Na+], O. The product is CCCC#CCOc1cc(-c2cccc(F)c2F)ncn1. As a reaction SMILES: [CH2:16]([C:17]#[C:18][CH2:19][CH2:20][CH3:21])[OH:22].[CH3:26][N:27]([CH3:28])[CH:29]=[O:30].[Cl:1][c:2]1[n:3][cH:4][n:5][c:6](-[c:8]2[c:9]([F:15])[c:10]([F:14])[cH:11][cH:12][cH:13]2)[cH:7]1.[H-:23].[Na+:24].[OH2:25]>>[c:2]1([O:22][CH2:16][C:17]#[C:18][CH2:19][CH2:20][CH3:21])[n:3][cH:4][n:5][c:6](-[c:8]2[c:9]([F:15])[c:10]([F:14])[cH:11][cH:12][cH:13]2)[cH:7]1.